The task is: describe an organic reaction: reactants, conditions, products, and yield. This data is from the Open Reaction Database (ORD), a public repository of structured organic reaction records. Reactants: ClC1=C(CNC(CC#N)=O)C=CC=C1 (N-(2'-chlorobenzyl)-2-cyanoacetamide), CC(CC(C)=O)=O (2,4-pentanedione), N1CCCCC1 (piperidine). Run in C(C)O (ethanol). Yields the product ClC1=C(CN2C(C(=C(C=C2C)C)C#N)=O)C=CC=C1 (1-(2'-chlorobenzyl)-3-cyano-4,6-dimethylpyrid-2-one). Isolated yield 87.0%. RXN SMILES: [Cl:1][C:2]1[CH:14]=[CH:13][CH:12]=[CH:11][C:3]=1[CH2:4][NH:5][C:6](=[O:10])[CH2:7][C:8]#[N:9].[CH3:15][C:16](=O)[CH2:17][C:18](=O)[CH3:19].N1CCCCC1>C(O)C>[Cl:1][C:2]1[CH:14]=[CH:13][CH:12]=[CH:11][C:3]=1[CH2:4][N:5]1[C:16]([CH3:15])=[CH:17][C:18]([CH3:19])=[C:7]([C:8]#[N:9])[C:6]1=[O:10]. Reported procedure: A solution of N-(2'-chlorobenzyl)-2-cyanoacetamide 179 g. (0.86 mole) and 2,4-pentanedione 86 g. (0.86 mole) in 500 ml. of 95% ethanol containing 10 ml. of piperidine is refluxed for 24 hours, after cooling the white crystalline product is isolated by vacuum filtration washed with ether and dried in vacuo to give 237.3 g. (87% yield) mp>250° C.;ν2210 (CN) and 1650 cm.-1 (C=O). The reactants are IC1=CC=C(C=C1)N1C(OC([C@@H]1C1=CC=CC=C1)(C)C)=O ((S)-3-(4-iodophenyl)-5,5-dimethyl-4-phenyloxazolidin-2-one), IC1=CC=C(C=C1)N1C(OC([C@@H]1C1=CC=CC=C1)(C)C)=O ((S)-3-(4-iodophenyl)-5,5-dimethyl-4-phenyloxazolidin-2-one), BrC=1C=C(C(=NC1)F)B(O)O (5-bromo-2-fluoropyridine-3-boronic acid), C([O-])([O-])=O.[Na+].[Na+] (sodium carbonate), O1CCOCC1 (dioxane). The reagents and catalysts are C=1C=CC(=CC1)[P](C=2C=CC=CC2)(C=3C=CC=CC3)[Pd]([P](C=4C=CC=CC4)(C=5C=CC=CC5)C=6C=CC=CC6)([P](C=7C=CC=CC7)(C=8C=CC=CC8)C=9C=CC=CC9)[P](C=1C=CC=CC1)(C=1C=CC=CC1)C=1C=CC=CC1 (Tetrakis(triphenylphosphine)palladium(0)). Solvent: O (water). Run at temperature 100 celsius, time 1 hour. Yields the product BrC=1C=C(C(=NC1)F)C1=CC=C(C=C1)N1C(OC([C@@H]1C1=CC=CC=C1)(C)C)=O ((S)-3-(4-(5-bromo-2-fluoropyridin-3-yl)phenyl)-5,5-dimethyl-4-phenyloxazolidin-2-one). The yield is 46.4%. RXN SMILES: I[C:2]1[CH:7]=[CH:6][C:5]([N:8]2[C@@H:12]([C:13]3[CH:18]=[CH:17][CH:16]=[CH:15][CH:14]=3)[C:11]([CH3:20])([CH3:19])[O:10][C:9]2=[O:21])=[CH:4][CH:3]=1.[Br:22][C:23]1[CH:24]=[C:25](B(O)O)[C:26]([F:29])=[N:27][CH:28]=1.C(=O)([O-])[O-].[Na+].[Na+].O1CCOCC1>C1C=CC([P]([Pd]([P](C2C=CC=CC=2)(C2C=CC=CC=2)C2C=CC=CC=2)([P](C2C=CC=CC=2)(C2C=CC=CC=2)C2C=CC=CC=2)[P](C2C=CC=CC=2)(C2C=CC=CC=2)C2C=CC=CC=2)(C2C=CC=CC=2)C2C=CC=CC=2)=CC=1.O>[Br:22][C:23]1[CH:24]=[C:25]([C:2]2[CH:7]=[CH:6][C:5]([N:8]3[C@@H:12]([C:13]4[CH:18]=[CH:17][CH:16]=[CH:15][CH:14]=4)[C:11]([CH3:20])([CH3:19])[O:10][C:9]3=[O:21])=[CH:4][CH:3]=2)[C:26]([F:29])=[N:27][CH:28]=1 |f:2.3.4,^1:48,50,69,88|. Procedure: A microwave vial was charged with (S)-3-(4-iodophenyl)-5,5-dimethyl-4-phenyloxazolidin-2-one (Intermediate C)(0.200 g, 0.509 mmol), 5-bromo-2-fluoropyridine-3-boronic acid (0.224 g, 1.017 mmol)(commercially available from Alfa Aesar, Ward Hill, Mass.), sodium carbonate (0.162 g, 1.526 mmol), dioxane (3.0 mL), and water (0.600 mL). Tetrakis(triphenylphosphine)palladium(0) (0.059 g, 0.051 mmol) was added, the system was purged with argon, and the tube was sealed. The mixture was then stirred at 10... The reactants are BrC1=C(C=C2C=C(NC2=C1)C(=O)N1CCS(CC1)(=O)=O)OC1CCN(CC1)C(C)C ([6-Bromo-5-(1-isopropyl-piperidin-4-yloxy)-1H-indol-2-yl]-(1,1-Dioxo-1λ6-thiomorpholin-4-yl)-methanone), BrCCCOC (1-bromo-3-methoxypropane). Yields the product BrC1=C(C=C2C=C(N(C2=C1)CCCOC)C(=O)N1CCS(CC1)(=O)=O)OC1CCN(CC1)C(C)C ([6-Bromo-5-(1-isopropyl-piperidin-4-yloxy)-1-(3-methoxy-propyl)-1H-indol-2-yl]-(1,1-dioxo-1λ6-thiomorpholin-4-yl)-methanone). As a reaction SMILES: [Br:1][C:2]1[CH:10]=[C:9]2[C:5]([CH:6]=[C:7]([C:11]([N:13]3[CH2:18][CH2:17][S:16](=[O:20])(=[O:19])[CH2:15][CH2:14]3)=[O:12])[NH:8]2)=[CH:4][C:3]=1[O:21][CH:22]1[CH2:27][CH2:26][N:25]([CH:28]([CH3:30])[CH3:29])[CH2:24][CH2:23]1.Br[CH2:32][CH2:33][CH2:34][O:35][CH3:36]>>[Br:1][C:2]1[CH:10]=[C:9]2[C:5]([CH:6]=[C:7]([C:11]([N:13]3[CH2:18][CH2:17][S:16](=[O:20])(=[O:19])[CH2:15][CH2:14]3)=[O:12])[N:8]2[CH2:32][CH2:33][CH2:34][O:35][CH3:36])=[CH:4][C:3]=1[O:21][CH:22]1[CH2:27][CH2:26][N:25]([CH:28]([CH3:30])[CH3:29])[CH2:24][CH2:23]1. Reported procedure: In analogy to the procedure described for the synthesis of example 1, step 1, the title compound was synthesized from [6-bromo-5-(1-isopropyl-piperidin-4-yloxy)-1H-indol-2-yl]-(1,1-dioxo-1λ6-thiomorpholin-4-yl)-methanone (Example 6, step 4) and 1-bromo-3-methoxypropane. The desired product was obtained in a yield of 65% as light yellow foam. MS (m/e): 570.4 (M+H, 70%). The reactants are C(C)OC(=O)C=1C=C(C=CC1)C1=C(C=CC=C1)CN1C=CC2=CC(=CC=C12)C(=O)O (1-((3′-(ethoxycarbonyl)-[1,1′-biphenyl]-2-yl)methyl)-1H-indole-5-carboxylic acid), [N+](=O)([O-])C1=CC=C(C=C1)[C@H](C)N ((S)-1-(4-nitrophenyl)ethanamine). Product: [N+](=O)([O-])C1=CC=C(C=C1)[C@H](C)NC(=O)C=1C=C2C=CN(C2=CC1)CC1=C(C=CC=C1)C1=CC(=CC=C1)C(=O)OCC ((S)-Ethyl 2′-((5-((1-(4-nitrophenyl)ethyl)carbamoyl)-1H-indol-1-yl)methyl)-[1,1′-biphenyl]-3-carboxylate). RXN SMILES: [CH2:1]([O:3][C:4]([C:6]1[CH:7]=[C:8]([C:12]2[CH:17]=[CH:16][CH:15]=[CH:14][C:13]=2[CH2:18][N:19]2[C:27]3[C:22](=[CH:23][C:24]([C:28]([OH:30])=O)=[CH:25][CH:26]=3)[CH:21]=[CH:20]2)[CH:9]=[CH:10][CH:11]=1)=[O:5])[CH3:2].[N+:31]([C:34]1[CH:39]=[CH:38][C:37]([C@@H:40]([NH2:42])[CH3:41])=[CH:36][CH:35]=1)([O-:33])=[O:32]>>[N+:31]([C:34]1[CH:35]=[CH:36][C:37]([C@@H:40]([NH:42][C:28]([C:24]2[CH:23]=[C:22]3[C:27](=[CH:26][CH:25]=2)[N:19]([CH2:18][C:13]2[CH:14]=[CH:15][CH:16]=[CH:17][C:12]=2[C:8]2[CH:9]=[CH:10][CH:11]=[C:6]([C:4]([O:3][CH2:1][CH3:2])=[O:5])[CH:7]=2)[CH:20]=[CH:21]3)=[O:30])[CH3:41])=[CH:38][CH:39]=1)([O-:33])=[O:32]. Procedure: The title compound was prepared following the same protocol as described in Step 8, Example 1, using the 1-((3′-(ethoxycarbonyl)-[1,1′-biphenyl]-2-yl)methyl)-1H-indole-5-carboxylic acid instead of the 1-((2′-(tert-Butoxycarbonyl)biphenyl-4-yl)methyl)-2,3-dimethyl-1H-indole-5-carboxylic acid and the (S)-1-(4-nitrophenyl)ethanamine instead of the (S)-1-(4-bromophenyl)ethanamine. Yield: 26.9%. Product: C(CC)(=O)NC=1SC=C(N1)CN1CCC(CC1)OC(C1=CC=CC=C1)C1=CC=CC=C1 (2-propionylamino-4-[4-(diphenylmethoxy)piperidinomethyl]thiazole). Starting materials: ice water, ClCC=1N=C(SC1)NC(CC)=O (4-chloromethyl-2-propionylaminothiazole), C1(=CC=CC=C1)C(OC1CCNCC1)C1=CC=CC=C1 (4-(diphenylmethoxy)piperidine), C([O-])(O)=O.[Na+] (sodium bicarbonate). Run in CN(C=O)C (N,N-dimethylformamide). RXN SMILES: Cl[CH2:2][C:3]1[N:4]=[C:5]([NH:8][C:9](=[O:12])[CH2:10][CH3:11])[S:6][CH:7]=1.[C:13]1([CH:19]([C:27]2[CH:32]=[CH:31][CH:30]=[CH:29][CH:28]=2)[O:20][CH:21]2[CH2:26][CH2:25][NH:24][CH2:23][CH2:22]2)[CH:18]=[CH:17][CH:16]=[CH:15][CH:14]=1.C(=O)(O)[O-].[Na+]>CN(C)C=O>[C:9]([NH:8][C:5]1[S:6][CH:7]=[C:3]([CH2:2][N:24]2[CH2:25][CH2:26][CH:21]([O:20][CH:19]([C:27]3[CH:32]=[CH:31][CH:30]=[CH:29][CH:28]=3)[C:13]3[CH:18]=[CH:17][CH:16]=[CH:15][CH:14]=3)[CH2:22][CH2:23]2)[N:4]=1)(=[O:12])[CH2:10][CH3:11] |f:2.3|. Reported procedure: A stirred mixture of 4-chloromethyl-2-propionylaminothiazole (0.64 g), 4-(diphenylmethoxy)piperidine (0.8 g) and sodium bicarbonate (0.3 g) in N,N-dimethylformamide (8 ml) was heated at 80° to 90° C. for 2 hours. The reaction mixture was poured into ice water. The resulting precipitate was collected, washed with water and dried in vacuo. The precipitate was subjected to column chromatography on silica gel and eluted with a mixture of chloroform and methanol (10:1 V/V). The fractions containing t... Starting materials: ice, COC=1C=C(C=C2C=C(NC12)C=1SC(CN1)CC(=O)O)OC1=CC=C(C=C1)S(=O)(=O)C ((2-{7-methoxy-5-[4-(methylsulfonyl)phenoxy]-1H-indol-2-yl}-4,5-dihydro-1,3-thiazol-5-yl)acetic acid), [NH4+].ON1N=NC2=C1C=CC=C2 (1-hydroxybenzotriazole ammonium salt), Cl.C(C)N=C=NCCCN(C)C (1-ethyl-3-(3-dimethylaminopropyl)carbodiimide hydrochloride). Solvent: CN(C=O)C (N,N-dimethylformamide). Yields the product COC=1C=C(C=C2C=C(NC12)C=1SC(CN1)CC(=O)N)OC1=CC=C(C=C1)S(=O)(=O)C (2-(2-{7-Methoxy-5-[4-(methylsulfonyl)phenoxy]-1H-indol-2-yl}-4,5-dihydro-1,3-thiazol-5-yl)acetamide). The yield is 90.2%. Reaction SMILES: [CH3:1][O:2][C:3]1[CH:4]=[C:5]([O:21][C:22]2[CH:27]=[CH:26][C:25]([S:28]([CH3:31])(=[O:30])=[O:29])=[CH:24][CH:23]=2)[CH:6]=[C:7]2[C:11]=1[NH:10][C:9]([C:12]1[S:13][CH:14]([CH2:17][C:18]([OH:20])=O)[CH2:15][N:16]=1)=[CH:8]2.[NH4+].O[N:34]1C2C=CC=CC=2N=N1.Cl.C(N=C=NCCCN(C)C)C>CN(C)C=O>[CH3:1][O:2][C:3]1[CH:4]=[C:5]([O:21][C:22]2[CH:23]=[CH:24][C:25]([S:28]([CH3:31])(=[O:29])=[O:30])=[CH:26][CH:27]=2)[CH:6]=[C:7]2[C:11]=1[NH:10][C:9]([C:12]1[S:13][CH:14]([CH2:17][C:18]([NH2:34])=[O:20])[CH2:15][N:16]=1)=[CH:8]2 |f:1.2,3.4|. Procedure details: To an ice-cooled and stirred mixture of (2-{7-methoxy-5-[4-(methylsulfonyl)phenoxy]-1H-indol-2-yl}-4,5-dihydro-1,3-thiazol-5-yl)acetic acid (80 mg) in N,N-dimethylformamide (10 mL) were added 1-hydroxybenzotriazole ammonium salt (53 mg) and 1-ethyl-3-(3-dimethylaminopropyl)carbodiimide hydrochloride (67 mg). After stirring at 4° C. to room temperature for 15 h, the reaction mixture was partitioned between ethyl acetate and water. The organic layer was washed successively with aqueous sodium hydr...